From a dataset of the Open Reaction Database (ORD), a public repository of structured organic reaction records. describe an organic reaction: reactants, conditions, products, and yield Yields the product Cc1ccc(C(=O)NC2CC2)cc1-c1ccc2c(=O)n(CC3CC3)cc(CNCCN(C)C)c2c1. Starting materials: CN(C)CCN, Cc1ccc(C(=O)NC2CC2)cc1-c1ccc2c(=O)n(CC3CC3)cc(C=O)c2c1. RXN SMILES: [CH3:31][N:32]([CH2:33][CH2:34][NH2:35])[CH3:36].[CH:1]1([NH:4][C:5]([c:6]2[cH:7][c:8](-[c:13]3[cH:14][c:15]4[c:16]([CH:28]=[O:29])[cH:17][n:18]([CH2:24][CH:25]5[CH2:26][CH2:27]5)[c:19](=[O:23])[c:20]4[cH:21][cH:22]3)[c:9]([CH3:12])[cH:10][cH:11]2)=[O:30])[CH2:2][CH2:3]1>>[CH:1]1([NH:4][C:5]([c:6]2[cH:7][c:8](-[c:13]3[cH:14][c:15]4[c:16]([CH2:28][NH:35][CH2:34][CH2:33][N:32]([CH3:31])[CH3:36])[cH:17][n:18]([CH2:24][CH:25]5[CH2:26][CH2:27]5)[c:19](=[O:23])[c:20]4[cH:21][cH:22]3)[c:9]([CH3:12])[cH:10][cH:11]2)=[O:30])[CH2:2][CH2:3]1. The reactants are COC=1C=C(CC2N(CCC3=CC(=C(C=C23)O)OC)CC(=O)NC2CCC3=CC=CC=C23)C=CC1OC (2-[1-(3,4-dimethoxy-benzyl)-7-hydroxy-6-methoxy-3,4-dihydro-1H-isoquinolin-2-yl]-N-(indan-1-yl)-acetamide), BrCCCF (1-bromo-3-fluoro-propane). The product is COC=1C=C(CC2N(CCC3=CC(=C(C=C23)OCCCF)OC)CC(=O)NC2CCC3=CC=CC=C23)C=CC1OC (2-[1-(3,4-dimethoxy-benzyl)-7-(3-fluoro-propoxy)-6-methoxy-3,4-dihydro-1H-isoquinolin-2-yl]-N-(indan-1-yl)-acetamide). As a reaction SMILES: [CH3:1][O:2][C:3]1[CH:4]=[C:5]([CH:33]=[CH:34][C:35]=1[O:36][CH3:37])[CH2:6][CH:7]1[C:16]2[C:11](=[CH:12][C:13]([O:18][CH3:19])=[C:14]([OH:17])[CH:15]=2)[CH2:10][CH2:9][N:8]1[CH2:20][C:21]([NH:23][CH:24]1[C:32]2[C:27](=[CH:28][CH:29]=[CH:30][CH:31]=2)[CH2:26][CH2:25]1)=[O:22].Br[CH2:39][CH2:40][CH2:41][F:42]>>[CH3:1][O:2][C:3]1[CH:4]=[C:5]([CH:33]=[CH:34][C:35]=1[O:36][CH3:37])[CH2:6][CH:7]1[C:16]2[C:11](=[CH:12][C:13]([O:18][CH3:19])=[C:14]([O:17][CH2:39][CH2:40][CH2:41][F:42])[CH:15]=2)[CH2:10][CH2:9][N:8]1[CH2:20][C:21]([NH:23][CH:24]1[C:32]2[C:27](=[CH:28][CH:29]=[CH:30][CH:31]=2)[CH2:26][CH2:25]1)=[O:22]. Reported procedure: prepared by reaction of 2-[1-(3,4-dimethoxy-benzyl)-7-hydroxy-6-methoxy-3,4-dihydro-1H-isoquinolin-2-yl]-N-(indan-1-yl)-acetamide with 1-bromo-3-fluoro-propane Reactants: C1(C=2C(C(N1)=O)=CC=CC2)=O (phthalimide), C1(=CC=CC=C1)P(C1=CC=CC=C1)C1=CC=CC=C1 (triphenylphosphine), CCOC(=O)/N=N/C(=O)OCC (diethylazodicarboxylate), C(C1=CC=CC=C1)OC=1C=CC2=C(C=C(O2)CO)C1 ((5-benzyloxy-benzofuran-2-yl)-methanol). Solvent: O (Water), O1CCCC1 (tetrahydrofuran). Reaction conditions: time 9 hour. Yields the product C(C1=CC=CC=C1)OC=1C=CC2=C(C=C(O2)CN2C(C3=CC=CC=C3C2=O)=O)C1 (2-(5-Benzyloxy-benzofuran-2-ylmethyl)-isoindole-1,3-dione). Yield: 74.9%. Reaction SMILES: [CH2:1]([O:8][C:9]1[CH:10]=[CH:11][C:12]2[O:16][C:15]([CH2:17]O)=[CH:14][C:13]=2[CH:19]=1)[C:2]1[CH:7]=[CH:6][CH:5]=[CH:4][CH:3]=1.[C:20]1(=[O:30])[NH:24][C:23](=[O:25])[C:22]2=[CH:26][CH:27]=[CH:28][CH:29]=[C:21]12.C1(P(C2C=CC=CC=2)C2C=CC=CC=2)C=CC=CC=1.CCOC(/N=N/C(OCC)=O)=O>O.O1CCCC1>[CH2:1]([O:8][C:9]1[CH:10]=[CH:11][C:12]2[O:16][C:15]([CH2:17][N:24]3[C:20](=[O:30])[C:21]4[C:22](=[CH:26][CH:27]=[CH:28][CH:29]=4)[C:23]3=[O:25])=[CH:14][C:13]=2[CH:19]=1)[C:2]1[CH:3]=[CH:4][CH:5]=[CH:6][CH:7]=1. Procedure details: To a tetrahydrofuran (10 mL) solution of (5-benzyloxy-benzofuran-2-yl)-methanol (561 mg, 2.21 mmol) described in Production Example 7-1-4 were added phthalimide (358 mg, 2.43 mmol), triphenylphosphine (696 mg, 2.65 mmol) and diethylazodicarboxylate (1.21 mL, 2.65 mmol) at 0° C., which was stirred at room temperature for 9 hours. Water was added to the reaction solution at room temperature followed by extraction with ethyl acetate. The organic layer was washed with sat. NaCl followed by drying ov... The product is CC(C)c1nc(CO)n(C)c1Sc1cc(Cl)cc(Cl)c1. RXN SMILES: [CH3:30][CH2:31][OH:32].[Cl:1][c:2]1[cH:3][c:4]([S:9][c:10]2[c:11]([CH:27]([CH3:28])[CH3:29])[n:12][c:13]([CH2:16][O:17][CH2:18][c:19]3[cH:20][cH:21][c:22]([O:23][CH3:24])[cH:25][cH:26]3)[n:14]2[CH3:15])[cH:5][c:6]([Cl:8])[cH:7]1>>[Cl:1][c:2]1[cH:3][c:4]([S:9][c:10]2[c:11]([CH:27]([CH3:28])[CH3:29])[n:12][c:13]([CH2:16][OH:17])[n:14]2[CH3:15])[cH:5][c:6]([Cl:8])[cH:7]1. The reactants are CCO, COc1ccc(COCc2nc(C(C)C)c(Sc3cc(Cl)cc(Cl)c3)n2C)cc1. Reactants: FC1=C(C=CC=C1)C(C(=O)O)C(=O)C (2-(2-fluorophenyl)acetoacetic acid), C(C)(=O)OC(C)=O (acetic anhydride), C([O-])([O-])=O.[Na+].[Na+] (sodium carbonate), S(O)(O)(=O)=O (sulfuric acid). Run in CC(=O)C (acetone). Reaction conditions: time 48 hour. Product: FC1=C(C=CC=C1)C=1C(OC(OC1C)(C)C)=O (5-(2-fluorophenyl)-2,2,6-trimethyl-2H,4H-1,3-dioxin-4-one). Reaction SMILES: [F:1][C:2]1[CH:7]=[CH:6][CH:5]=[CH:4][C:3]=1[CH:8]([C:12]([CH3:14])=[O:13])[C:9]([OH:11])=[O:10].C(O[C:19](=O)[CH3:20])(=O)C.S(=O)(=O)(O)O.[C:27](=O)([O-])[O-].[Na+].[Na+]>CC(C)=O>[F:1][C:2]1[CH:7]=[CH:6][CH:5]=[CH:4][C:3]=1[C:8]1[C:9](=[O:11])[O:10][C:19]([CH3:20])([CH3:27])[O:13][C:12]=1[CH3:14] |f:3.4.5|. Procedure details: A mixture of 2-(2-fluorophenyl)acetoacetic acid (5.1 g), acetone (4.2 ml), and acetic anhydride (5.4 ml) was kept at -20° C. and concentrated sulfuric acid (0.3 ml) was added thereto. This was kept at -15° C. and the reaction was carried out for 48 hours. The reaction mixture was added to an aqueous 10 % sodium carbonate solution (150 ml) which was ice-cooled, and the mixture was stirred for a short time at room temperature. White crystals which formed were collected by filtration, and washed we... RXN SMILES: [C:1]([C:4]1[CH:9]=[CH:8][CH:7]=[CH:6][CH:5]=1)(=[O:3])[CH3:2].[CH3:10][N:11]([CH3:20])[C:12]1[CH:19]=[CH:18][C:15]([CH:16]=O)=[CH:14][CH:13]=1.[OH-].[Na+]>CO.[Al]>[C:4]1([C:1](=[O:3])[CH:2]=[CH:16][C:15]2[CH:18]=[CH:19][C:12]([N:11]([CH3:20])[CH3:10])=[CH:13][CH:14]=2)[CH:9]=[CH:8][CH:7]=[CH:6][CH:5]=1 |f:2.3|. Conditions: time 48 hour. Procedure details: Acetophenone (28.0 g, 0.15 mole) and 4-dimethylaminobenzaldehyde (22.35 g, 0.15 mole) were dissolved in methanol (150 ml) in a 500 ml, 3-necked round bottom flask. The flask was wrapped in aluminium foil to exclude light and was fitted with a mechanical stirrer and a water cooled condenser. The third neck was stoppered and used to obtain samples for monitoring during the reaction. Aqueous sodium hydroxide solution (50 ml of 30% w/v) was added dropwise to the vigorously stirred clear methanolic s... The product is C1(=CC=CC=C1)C(C=CC1=CC=C(C=C1)N(C)C)=O (1-Phenyl-3-(4-dimethylaminophenyl)-1-oxo-prop-2-ene). Run in [Al] (aluminium), CO (methanol). Starting materials: C(C)(=O)C1=CC=CC=C1 (Acetophenone), CN(C1=CC=C(C=O)C=C1)C (4-dimethylaminobenzaldehyde), [OH-].[Na+] (sodium hydroxide). Reactants: FC=1C=C2C(=CNC2=C(C1)F)C=1CCN(CC1)C (5,7-difluoro-3-(1-methyl-1,2,3,6-tetrahydro-4-pyridinyl)-1H-indole), C1(=CC=CC=C1)S(=O)(=O)Cl (phenylsulfonylchloride), C[Si](C)(C)[N-][Si](C)(C)C.[Na+] (NaN(TMS)2). Run in C1CCOC1 (THF). Product: FC=1C=C2C(=CN(C2=C(C1)F)S(=O)(=O)C1=CC=CC=C1)C=1CCN(CC1)C (5,7-Difluoro-3-(1-methyl-1,2,3,6-tetrahydro-4-pyridinyl)-1-phenylsulfonylindole). Reaction SMILES: [F:1][C:2]1[CH:3]=[C:4]2[C:8](=[C:9]([F:11])[CH:10]=1)[NH:7][CH:6]=[C:5]2[C:12]1[CH2:13][CH2:14][N:15]([CH3:18])[CH2:16][CH:17]=1.[C:19]1([S:25](Cl)(=[O:27])=[O:26])[CH:24]=[CH:23][CH:22]=[CH:21][CH:20]=1.C[Si]([N-][Si](C)(C)C)(C)C.[Na+]>C1COCC1>[F:1][C:2]1[CH:3]=[C:4]2[C:8](=[C:9]([F:11])[CH:10]=1)[N:7]([S:25]([C:19]1[CH:24]=[CH:23][CH:22]=[CH:21][CH:20]=1)(=[O:27])=[O:26])[CH:6]=[C:5]2[C:12]1[CH2:13][CH2:14][N:15]([CH3:18])[CH2:16][CH:17]=1 |f:2.3|. Reported procedure: (8.5 mg, 54%); from 5,7-difluoro-3-(1-methyl-1,2,3,6-tetrahydro-4-pyridinyl)-1H-indole (Example 4g, 10 mg, 0.04 mmol) and phenylsulfonylchloride (10.6 mg, 0.06 mmoles) with 1M NaN(TMS)2 (60 μL, 0.06mmol) in THF (0.5 mL) at RT.